Dataset: the Open Reaction Database (ORD), a public repository of structured organic reaction records. Task: describe an organic reaction: reactants, conditions, products, and yield The reactants are COC1=NC=CC=C1C1=CN=C2N1N=C(C=C2)N[C@H]2CN(CCC2)C(=O)OC(C)(C)C (tert-butyl (3R)-3-{[3-(2-methoxypyridin-3-yl)imidazo[1,2-b]pyridazin-6-yl]-amino}piperidine-1-carboxylate), Cl (hydrogen chloride). The solvent is C(O)([O-])=O.[Na+] (sodium hydrogencarbonate), CO (methanol). The product is COC1=NC=CC=C1C1=CN=C2N1N=C(C=C2)N[C@H]2CNCCC2 (3-(2-Methoxypyridin-3-yl)-N-[(3R)-piperidin-3-yl]imidazo[1,2-b]pyridazin-6-amine). Yield: 102.8%. RXN SMILES: [CH3:1][O:2][C:3]1[C:8]([C:9]2[N:13]3[N:14]=[C:15]([NH:18][C@@H:19]4[CH2:24][CH2:23][CH2:22][N:21](C(OC(C)(C)C)=O)[CH2:20]4)[CH:16]=[CH:17][C:12]3=[N:11][CH:10]=2)=[CH:7][CH:6]=[CH:5][N:4]=1.Cl>CO.C(=O)([O-])O.[Na+]>[CH3:1][O:2][C:3]1[C:8]([C:9]2[N:13]3[N:14]=[C:15]([NH:18][C@@H:19]4[CH2:24][CH2:23][CH2:22][NH:21][CH2:20]4)[CH:16]=[CH:17][C:12]3=[N:11][CH:10]=2)=[CH:7][CH:6]=[CH:5][N:4]=1 |f:3.4|. Procedure: A mixture of tert-butyl (3R)-3-{[3-(2-methoxypyridin-3-yl)imidazo[1,2-b]pyridazin-6-yl]-amino}piperidine-1-carboxylate (Preparation 3a, 0.1 g, 0.24 mmol) and a solution of hydrogen chloride in methanol (1.25 N solution, 4 mL) was stirred at ambient temperature for 5 hours. The reaction mixture was then carefully diluted with aqueous saturated sodium hydrogencarbonate solution and extracted with dichloromethane (×3). The organic layer was dried eluting through a Phase Separator® membrane and the ... Starting materials: CC#N, C=Cc1ccncc1, O=[N+]([O-])c1ccc(I)cc1. Yields the product O=[N+]([O-])c1ccc(C=Cc2ccncc2)cc1. Reaction SMILES: [CH3:19][C:20]#[N:21].[CH:11](=[CH2:12])[c:13]1[cH:14][cH:15][n:16][cH:17][cH:18]1.[I:1][c:2]1[cH:3][cH:4][c:5]([N+:8](=[O:9])[O-:10])[cH:6][cH:7]1>>[c:2]1([CH:12]=[CH:11][c:13]2[cH:14][cH:15][n:16][cH:17][cH:18]2)[cH:3][cH:4][c:5]([N+:8](=[O:9])[O-:10])[cH:6][cH:7]1. The reactants are CO, CN(C)C=O, COc1ccc(C(Cl)=CC(=O)N2CCOCC2)cc1OC, SCc1ccc(Cl)cc1. Product: COc1ccc(C(=CC(=O)N2CCOCC2)SCc2ccc(Cl)cc2)cc1OC. RXN SMILES: [CH3:10][OH:11].[CH3:33][N:34]([CH3:35])[CH:36]=[O:37].[Cl:12][C:13](=[CH:14][C:15](=[O:16])[N:17]1[CH2:18][CH2:19][O:20][CH2:21][CH2:22]1)[c:23]1[cH:24][c:25]([O:31][CH3:32])[c:26]([O:29][CH3:30])[cH:27][cH:28]1.[Cl:1][c:2]1[cH:3][cH:4][c:5]([CH2:6][SH:7])[cH:8][cH:9]1>>[Cl:1][c:2]1[cH:3][cH:4][c:5]([CH2:6][S:7][C:13](=[CH:14][C:15](=[O:16])[N:17]2[CH2:18][CH2:19][O:20][CH2:21][CH2:22]2)[c:23]2[cH:24][c:25]([O:31][CH3:32])[c:26]([O:29][CH3:30])[cH:27][cH:28]2)[cH:8][cH:9]1.